From a dataset of the Open Reaction Database (ORD), a public repository of structured organic reaction records. describe an organic reaction: reactants, conditions, products, and yield The reactants are CC(=O)C1=CCN(Cc2ccccc2)C1, CO, OB(O)c1ccc(F)cc1, O. Product: CC(=O)C1CN(Cc2ccccc2)CC1c1ccc(F)cc1. RXN SMILES: [CH2:13]([c:14]1[cH:15][cH:16][cH:17][cH:18][cH:19]1)[N:20]1[CH2:21][C:22]([C:25]([CH3:26])=[O:27])=[CH:23][CH2:24]1.[CH3:11][OH:12].[F:1][c:2]1[cH:3][cH:4][c:5]([B:8]([OH:9])[OH:10])[cH:6][cH:7]1.[OH2:28]>>[F:1][c:2]1[cH:3][cH:4][c:5]([CH:23]2[CH:22]([C:25]([CH3:26])=[O:27])[CH2:21][N:20]([CH2:13][c:14]3[cH:15][cH:16][cH:17][cH:18][cH:19]3)[CH2:24]2)[cH:6][cH:7]1. The reactants are N1CC(C1)CN1N=C(C=2C1=NC=NC2N)C2=C(C=C(C=C2)OC2=CC=CC=C2)F (1-(azetidin-3-ylmethyl)-3-(2-fluoro-4-phenoxy-phenyl)pyrazolo[3,4-d]pyrimidin-4-amine), C(=O)(C(F)(F)F)O (TFA), NC1=C2C(=NC=N1)N(N=C2C2=C(C=C(C=C2)OC2=CC=CC=C2)F)CC2CN(C2)C(=O)OC(C)(C)C (tert-Butyl 3-[[4-amino-3-(2-fluoro-4-phenoxy-phenyl)pyrazolo[3,4-d]pyrimidin-1-yl]methyl]azetidine-1-carboxylate). Run in C(Cl)Cl (DCM). Conditions: time 1 hour. Yields the product C(#N)C(C(=O)O)=CC(C)C (2-cyano-4-methyl-pent-2-enoic acid). As a reaction SMILES: NC1N=CN=C2N(CC3CN(C(OC(C)(C)C)=O)C3)N=[C:10]([C:11]3[CH:16]=CC(OC4C=CC=CC=4)=C[C:12]=3F)C=12.[C:37]([OH:43])([C:39](F)(F)F)=[O:38].[NH:44]1CC(CN2C3=NC=NC(N)=C3C(C3C=CC(OC4C=CC=CC=4)=CC=3F)=N2)[CH2:45]1>C(Cl)Cl>[C:45]([C:39](=[CH:10][CH:11]([CH3:16])[CH3:12])[C:37]([OH:43])=[O:38])#[N:44]. Procedure: tert-Butyl 3-[[4-amino-3-(2-fluoro-4-phenoxy-phenyl)pyrazolo[3,4-d]pyrimidin-1-yl]methyl]azetidine-1-carboxylate (780 mg) in DCM (2 mL) was cooled in an ice bath. To this was added TFA (4 mL, 1.59 mmol), the ice bath was removed and the reaction mixture was stirred at room temperature for 1 hour, checking reaction by TLC and LC-MS. After two hours the solvent was removed, and to the residue was added water. The water layer was extracted with by EtOAc and the combined organic layer washed with 2N... The reactants are BrC=1C=CC(=C(C1)O)OC (5-bromo-2-methoxy-phenol), CN1C[C@H](CC1)O ((S)-1-methyl-pyrrolidin-3-ol). The product is BrC=1C=CC(=C(O[C@H]2CN(CC2)C)C1)OC ((3R)-3-(5-Bromo-2-methoxyphenoxy)-1-methylpyrrolidine). The yield is 58.4%. As a reaction SMILES: [Br:1][C:2]1[CH:3]=[CH:4][C:5]([O:9][CH3:10])=[C:6]([OH:8])[CH:7]=1.[CH3:11][N:12]1[CH2:16][CH2:15][C@H:14](O)[CH2:13]1>>[Br:1][C:2]1[CH:3]=[CH:4][C:5]([O:9][CH3:10])=[C:6]([CH:7]=1)[O:8][C@@H:14]1[CH2:15][CH2:16][N:12]([CH3:11])[CH2:13]1. Reported procedure: The title compound was prepared by the method outlined for Preparative Example 63 using 5-bromo-2-methoxy-phenol (1.00 g, 4.926 mmol) and (S)-1-methyl-pyrrolidin-3-ol (601 mg, 5.94 mmol) to afford titled compound as a colorless solid (823 mg, 58%). LC/MS (Method B) 1.18 min, [M+1]+ 286/288.